From a dataset of the Open Reaction Database (ORD), a public repository of structured organic reaction records. describe an organic reaction: reactants, conditions, products, and yield Reactants: CC=1NC(=C(C(C1C(=O)OC)C1=CC(=CC=C1)[N+](=O)[O-])C(=O)OCCCCCCN1C(C=2C(C1=O)=CC=CC2)=O)C (1,4-dihydro-2,6-dimethyl-3-methoxycarbonyl-4-(3-nitrophenyl)-5-(6-phthalimidohexyloxy)carbonyl-pyridine), O.NN (hydrazine hydrate), orange coloured oil. The product is CC=1NC(=C(C(C1C(=O)OC)C1=CC(=CC=C1)[N+](=O)[O-])C(=O)OCCCCCCN)C (1,4-Dihydro-2,6-dimethyl-3-methoxycarbonyl-4-(3-nitrophenyl)-5-(6-aminohexyloxy)carbonyl-pyridine). As a reaction SMILES: [CH3:1][C:2]1[NH:3][C:4]([CH3:41])=[C:5]([C:21]([O:23][CH2:24][CH2:25][CH2:26][CH2:27][CH2:28][CH2:29][N:30]2C(=O)C3=CC=CC=C3C2=O)=[O:22])[CH:6]([C:12]2[CH:17]=[CH:16][CH:15]=[C:14]([N+:18]([O-:20])=[O:19])[CH:13]=2)[C:7]=1[C:8]([O:10][CH3:11])=[O:9].O.NN>>[CH3:1][C:2]1[NH:3][C:4]([CH3:41])=[C:5]([C:21]([O:23][CH2:24][CH2:25][CH2:26][CH2:27][CH2:28][CH2:29][NH2:30])=[O:22])[CH:6]([C:12]2[CH:17]=[CH:16][CH:15]=[C:14]([N+:18]([O-:20])=[O:19])[CH:13]=2)[C:7]=1[C:8]([O:10][CH3:11])=[O:9] |f:1.2|. Reported procedure: Prepared by a method analogous to that of Example 1(b) from 15.0 g (26 mmol) of 1,4-dihydro-2,6-dimethyl-3-methoxycarbonyl-4-(3-nitrophenyl)-5-(6-phthalimidohexyloxy)carbonyl-pyridine and 3.9 ml (80 mmol) of hydrazine hydrate. 11.2 g (97%) of an orange coloured oil. The reactants are [Na] (sodium), CN1CCCC1 (N-methylpyrrolidine), N1N=CN=C1 (1,2,4-triazole), O (water). Run at temperature 100 celsius. Product: N1(N=CN=C1)C1=NOCC1 (3-(1H-1,2,4-triazol-1-yl)-4,5-dihydroisoxazole). RXN SMILES: [Na].[NH:2]1[CH:6]=[N:5][CH:4]=[N:3]1.[OH2:7].C[N:9]1C[CH2:12][CH2:11][CH2:10]1>>[N:2]1([C:10]2[CH2:11][CH2:12][O:7][N:9]=2)[CH:6]=[N:5][CH:4]=[N:3]1 |^1:0|. Procedure: A microwave reaction vial is charged with racemic ompound I-10 (1.0 equiv) and the sodium salt of 1,2,4-triazole (2.0 equiv). The reagents are dissolved in N-methylpyrrolidine (0.18 M with respect to compound I-10). The mixture was sealed and heated in a microwave reactor at 100° C. for 30 min. Excess water is added and a brown solid crashes out which is isolated using vacuum filtration and dried to provide the desired 3-(1H-1,2,4-triazol-1-yl)-4,5-dihydroisoxazole I-34a and I-34b. These compoun... Reactants: NC1=CC=C(C=C1)N1N=CN=C1C1=CC=C(C=C1)F (1-(p-aminophenyl)-5-(p-fluorophenyl)-1H-1,2,4-triazole), COC(N(C)C)OC (dimethylformamide dimethylacetal). The solvent is CN(C=O)C (dimethylformamide). Run at time 1.5 hour. Product: FC1=CC=C(C=C1)C1=NC=NN1C1=CC=C(C=C1)N=CN(C)C (N'-[p-[5-(p-Fluorophenyl)-1H-1,2,4-triazol-1-yl]-phenyl]-N,N-dimethylformamidine). Reaction SMILES: [NH2:1][C:2]1[CH:7]=[CH:6][C:5]([N:8]2[C:12]([C:13]3[CH:18]=[CH:17][C:16]([F:19])=[CH:15][CH:14]=3)=[N:11][CH:10]=[N:9]2)=[CH:4][CH:3]=1.CO[CH:22](OC)[N:23]([CH3:25])[CH3:24]>CN(C)C=O>[F:19][C:16]1[CH:17]=[CH:18][C:13]([C:12]2[N:8]([C:5]3[CH:4]=[CH:3][C:2]([N:1]=[CH:22][N:23]([CH3:25])[CH3:24])=[CH:7][CH:6]=3)[N:9]=[CH:10][N:11]=2)=[CH:14][CH:15]=1. Reported procedure: A 1.7 g. portion of 1-(p-aminophenyl)-5-(p-fluorophenyl)-1H-1,2,4-triazole is gently refluxed in a mixture of 5.0 ml. of dimethylformamide dimethylacetal and 2.5 ml. of dimethylformamide. Heating is continued for 1.5 hours, then the mixture is evaporated under high vacuum (70° C.) to a brown oil. This oil is triturated with 50 ml. of ether. The solid is collected by filtration, dried and recrystallized from 25 ml. of hot cyclohexane, giving 1.1 g. of the desired product as a light tan solid, mp.... Reactants: Solvent, C(=O)(C(F)(F)F)O (TFA), [N+](=[N-])(C(=O)[O-])C(=O)[O-].[K+].[K+] (potassium diazodicarboxylate), C(C)(C)(C)OC(=O)N[C@H]1CCCC\C=C/[C@@H]2C[C@]2(NC([C@@H]2C[C@H](CN2C1=O)OC1=CC(=NC2=CC(=CC=C12)OC)C1=CC=CC=C1)=O)C(=O)O ((1S,4R,6S,13S,17R)-7-cis-13-tert-butoxycarbonylamino-17-(7-methoxy-2-phenylquinolin-4-yloxy)-2,14-dioxo-3,15-diazatricyclo[13.3.0.04,6]octa-dec-7-ene-4-carboxylic acid), [N+](=[N-])(C(=O)[O-])C(=O)[O-].[K+].[K+] (potassium diazodicarboxylate), C(C)(C)(C)OC(N[C@H]1CCCC\C=C/[C@@H]2C[C@]2(NC([C@@H]2C[C@H](CN2C1=O)OC1=CC(=NC2=CC(=CC=C12)OC)C1=CC=CC=C1)=O)C(=O)NS(=O)(=O)C1CC1)=O ((1S,4R,6S,13S,17R)-7-cis-[4-Cyclopropanesulfonylaminocarbonyl-17-(7-methoxy-2-phenylquinolin-4-yloxy)-2,14-dioxo-3,15-diazatricyclo[13.3.0.04,6]octadec-7-en-13-yl]carbamic acid tert-butyl ester), Compound 7, [OH-].[Na+] (NaOH), Solvent A, C(=O)(C(F)(F)F)O (TFA), Solvent B. The solvent is CO (MeOH), CO (MeOH), CO (MeOH), CC(=O)O (AcOH), CO (MeOH), CC(=O)O (AcOH), CO (MeOH), CO (MeOH), CO (MeOH). Reaction conditions: time 45 minute. Product: C(C)(C)(C)OC(=O)N[C@H]1CCCCCC[C@@H]2C[C@]2(NC([C@@H]2C[C@H](CN2C1=O)OC1=CC(=NC2=CC(=CC=C12)OC)C1=CC=CC=C1)=O)C(=O)O ((1S,4R,6R,13S,17R)-13-tert-Butoxycarbonylamino-17-(7-methoxy-2-phenyl-quinolin-4-yloxy)-2,14-dioxo-3,15-diazatricyclo[13.3.0.04,6]octadecane-4-carboxylic acid). Yield: 90.0%. RXN SMILES: C(OC(=O)N[C@@H]1C(=O)N2[C@@H](C[C@@H](OC3C4C(=CC(OC)=CC=4)N=C(C4C=CC=CC=4)C=3)C2)C(=O)N[C@@]2(C(NS(C3CC3)(=O)=O)=O)[C@@H](C2)C=CCCCC1)(C)(C)C.[C:57]([O:61][C:62]([NH:64][C@@H:65]1[C:82](=[O:83])[N:81]2[C@@H:77]([CH2:78][C@@H:79]([O:84][C:85]3[C:94]4[C:89](=[CH:90][C:91]([O:95][CH3:96])=[CH:92][CH:93]=4)[N:88]=[C:87]([C:97]4[CH:102]=[CH:101][CH:100]=[CH:99][CH:98]=4)[CH:86]=3)[CH2:80]2)[C:76](=[O:103])[NH:75][C@@:74]2([C:104]([OH:106])=[O:105])[C@@H:72]([CH2:73]2)[CH:71]=[CH:70][CH2:69][CH2:68][CH2:67][CH2:66]1)=[O:63])([CH3:60])([CH3:59])[CH3:58].[N+](C([O-])=O)(C([O-])=O)=[N-].[K+].[K+].C(O)(C(F)(F)F)=O.[OH-].[Na+]>CO.CC(O)=O>[C:57]([O:61][C:62]([NH:64][C@@H:65]1[C:82](=[O:83])[N:81]2[C@@H:77]([CH2:78][C@@H:79]([O:84][C:85]3[C:94]4[C:89](=[CH:90][C:91]([O:95][CH3:96])=[CH:92][CH:93]=4)[N:88]=[C:87]([C:97]4[CH:102]=[CH:101][CH:100]=[CH:99][CH:98]=4)[CH:86]=3)[CH2:80]2)[C:76](=[O:103])[NH:75][C@@:74]2([C:104]([OH:106])=[O:105])[C@@H:72]([CH2:73]2)[CH2:71][CH2:70][CH2:69][CH2:68][CH2:67][CH2:66]1)=[O:63])([CH3:60])([CH3:58])[CH3:59] |f:2.3.4,6.7|. Reported procedure: A solution of 30 mg (0.038 mmol) of (1S,4R,6S,13S,17R)-7-cis-[4-Cyclopropanesulfonylaminocarbonyl-17-(7-methoxy-2-phenylquinolin-4-yloxy)-2,14-dioxo-3,15-diazatricyclo[13.3.0.04,6]octadec-7-en-13-yl]carbamic acid tert-butyl ester, Compound 7, Example 7, was dissolved in 15 mL of MeOH and then evacuated via vacuum and degassed repeatedly under Ar. To this solution was added 15 mg of 20% Pd(OH)2/C and the mixture evacuated and put under 1 atmosphere of H2 gas three times and finally allowed to sti... Reactants: COC(=O)C(CC=CCOC(C)=O)NC(=O)c1ccccc1, C=CCC(NC(C)=O)C(=O)OC, ClCCl. Product: COC(=O)C(CC=CCC(NC(=O)c1ccccc1)C(=O)OC)NC(C)=O. RXN SMILES: [CH3:1][O:2][C:3]([CH:4]([CH2:5][CH:6]=[CH:7][CH2:8][O:9][C:10](=[O:11])[CH3:12])[NH:13][C:14]([c:15]1[cH:16][cH:17][cH:18][cH:19][cH:20]1)=[O:21])=[O:22].[CH3:23][O:24][C:25]([CH:26]([CH2:27][CH:28]=[CH2:29])[NH:30][C:31]([CH3:32])=[O:33])=[O:34].[Cl:35][CH2:36][Cl:37]>>[CH3:1][O:2][C:3]([CH:4]([CH2:5][CH:6]=[CH:7][CH2:8][CH:26]([C:25]([O:24][CH3:23])=[O:34])[NH:30][C:31]([CH3:32])=[O:33])[NH:13][C:14]([c:15]1[cH:16][cH:17][cH:18][cH:19][cH:20]1)=[O:21])=[O:22]. Reactants: [H][H] (hydrogen), C[C@H]1[C@H]([C@H](C[C@@H](O1)O[C@H]2C[C@@](CC3=C(C4=C(C(=C23)O)C(=O)C5=C(C4=O)C=CC=C5OC)O)(C(=O)C)O)N)O.Cl (Daunomycin hydrochloride), C[C@H]1[C@H]([C@H](C[C@@H](O1)O[C@H]2C[C@@](CC3=C(C4=C(C(=C23)O)C(=O)C5=C(C4=O)C=CC=C5OC)O)(C(=O)C)O)N)O.Cl (Daunomycin hydrochloride). The reagents and catalysts are [Pd] (palladium on barium sulfate). Solvent: CO (methanol). Yields the product C(C)(=O)[C@]1(CCC=2C(C=3C=C4C(=CC=CC4=C(C3C(C2C1)=O)O)OC)=O)O ((9R)-9-Acetyl-9,12-dihyroxy-4-methoxy7,8,9,10-tetrahydro-6,11- naphthacenedione), solid. Isolated yield 88.0%. Reaction SMILES: C[C@@H]1O[C@@H](O[C@@H:9]2[C:18]3[C:13](=[C:14]([OH:32])[C:15]4[C:24](=[O:25])[C:23]5[CH:26]=[CH:27][CH:28]=[C:29]([O:30][CH3:31])[C:22]=5[C:20](=O)[C:16]=4[C:17]=3[OH:19])[CH2:12][C@@:11]([OH:36])([C:33]([CH3:35])=[O:34])[CH2:10]2)C[C@H](N)[C@@H]1O.Cl.[H][H]>CO.[Pd]>[C:33]([C@:11]1([OH:36])[CH2:12][C:13]2[C:14](=[O:32])[C:15]3[C:24]([OH:25])=[C:23]4[C:22]([C:29]([O:30][CH3:31])=[CH:28][CH:27]=[CH:26]4)=[CH:20][C:16]=3[C:17](=[O:19])[C:18]=2[CH2:9][CH2:10]1)(=[O:34])[CH3:35] |f:0.1|. Reported procedure: Daunomycin hydrochloride (compound 17) (20 mg) in dry methanol (20 ml) was catalytically reduced with hydrogen gas and 5% palladium on barium sulfate (20 mg) 5.5 h at room temperature. Exposure of the mixture to the atmosphere gave a red solution which was filtered, evaporated and preparatively chromatographed on silica gel layers using chloroform/methanol (98:2) as eluant. The red band Rf 0.28-0.43 gave the product (compound 19) as a red solid (12 mg, 88%).